describe an organic reaction: reactants, conditions, products, and yield From a dataset of the Open Reaction Database (ORD), a public repository of structured organic reaction records. Starting materials: C(C1=CC=CC=C1)(=O)OC1=CC(=C(C=C1)C1=CC=C2NC(C(N(C2=C1COC1=C(C=CC(=C1)F)C)C)=O)(C)C)OC (7-(4-Benzoyloxy-2-methoxyphenyl)-8-(5-fluoro-2-methylphenoxymethyl)-1,3,3-trimethyl-3,4-dihydro-1H-quinoxalin-2-one), O (water), Cl (HCl). Solvent: CO (methanol), O1CCCC1 (tetrahydrofuran), [OH-].[Na+] (sodium hydroxide). Conditions: time 40 minute. Product: FC=1C=CC(=C(OCC=2C(=CC=C3NC(C(N(C23)C)=O)(C)C)C2=C(C=C(C=C2)O)OC)C1)C (8-(5-Fluoro-2-methylphenoxymethyl)-7-(4-hydroxy-2-methoxyphenyl)-1,3,3-trimethyl-3,4-dihydro-1H-quinoxalin-2-one). Isolated yield 85.0%. As a reaction SMILES: C([O:9][C:10]1[CH:15]=[CH:14][C:13]([C:16]2[C:25]([CH2:26][O:27][C:28]3[CH:33]=[C:32]([F:34])[CH:31]=[CH:30][C:29]=3[CH3:35])=[C:24]3[C:19]([NH:20][C:21]([CH3:39])([CH3:38])[C:22](=[O:37])[N:23]3[CH3:36])=[CH:18][CH:17]=2)=[C:12]([O:40][CH3:41])[CH:11]=1)(=O)C1C=CC=CC=1.O.Cl>CO.O1CCCC1.[OH-].[Na+]>[F:34][C:32]1[CH:31]=[CH:30][C:29]([CH3:35])=[C:28]([CH:33]=1)[O:27][CH2:26][C:25]1[C:16]([C:13]2[CH:14]=[CH:15][C:10]([OH:9])=[CH:11][C:12]=2[O:40][CH3:41])=[CH:17][CH:18]=[C:19]2[C:24]=1[N:23]([CH3:36])[C:22](=[O:37])[C:21]([CH3:39])([CH3:38])[NH:20]2 |f:5.6|. Procedure details: 7-(4-Benzoyloxy-2-methoxyphenyl)-8-(5-fluoro-2-methylphenoxymethyl)-1,3,3-trimethyl-3,4-dihydro-1H-quinoxalin-2-one (Compound No. 6-31, 422 mg, 0.761 mmol) was dissolved in mixed solvent of methanol (2 mL) and tetrahydrofuran (2 mL), and 4N aqueous sodium hydroxide solution (0.761 mL, 3.04 mmoL) was added thereto. After the reaction mixture was stirred at room temperature for 40 minutes, water (100 mL) and 1N aqueous HCl solution (4 mL) were added thereto. After the mixture was extracted with et...